This data is from the Open Reaction Database (ORD), a public repository of structured organic reaction records. The task is: describe an organic reaction: reactants, conditions, products, and yield The reactants are CN(C)C(=O)C(Cc1ccc(Oc2ccc(C(=O)O)cc2)cc1)NC(=O)OC(C)(C)C, CN1CCOCC1, CO, CN(C)C=O, ClC(Cl)Cl, Cl, NO. The product is CN(C)C(=O)C(Cc1ccc(Oc2ccc(C(=O)NO)cc2)cc1)NC(=O)OC(C)(C)C. RXN SMILES: [C:1]([CH3:2])([CH3:3])([CH3:4])[O:5][C:6](=[O:7])[NH:8][CH:9]([CH2:10][c:11]1[cH:12][cH:13][c:14]([O:15][c:16]2[cH:17][cH:18][c:19]([C:20](=[O:21])[OH:22])[cH:23][cH:24]2)[cH:25][cH:26]1)[C:27]([N:28]([CH3:29])[CH3:30])=[O:31].[CH3:32][N:33]1[CH2:34][CH2:35][O:36][CH2:37][CH2:38]1.[CH3:42][OH:43].[CH3:48][N:49]([CH3:50])[CH:51]=[O:52].[CH:44]([Cl:45])([Cl:46])[Cl:47].[ClH:39].[NH2:40][OH:41]>>[C:1]([CH3:2])([CH3:3])([CH3:4])[O:5][C:6](=[O:7])[NH:8][CH:9]([CH2:10][c:11]1[cH:12][cH:13][c:14]([O:15][c:16]2[cH:17][cH:18][c:19]([C:20](=[O:22])[NH:40][OH:41])[cH:23][cH:24]2)[cH:25][cH:26]1)[C:27]([N:28]([CH3:29])[CH3:30])=[O:31]. The reactants are B(F)(F)F.CCOCC (borontrifluoride etherate), COC=1C(C2=CC3=CC=CC=C3C=C2C(C1)=O)=O (2-methoxy-1,4-anthraquinone), C(C)(C)O (isopropanol). Run at time 8 hour. Yields the product C(C)(C)OC=1C(C2=CC3=CC=CC=C3C=C2C(C1)=O)=O (2-isopropoxy-1,4-anthraquinone). As a reaction SMILES: B(F)(F)F.CCOCC.CO[C:12]1[C:13](=[O:27])[C:14]2[C:23]([C:24](=[O:26])[CH:25]=1)=[CH:22][C:21]1[C:16](=[CH:17][CH:18]=[CH:19][CH:20]=1)[CH:15]=2.[CH:28]([OH:31])([CH3:30])[CH3:29]>>[CH:28]([O:31][C:25]1[C:24](=[O:26])[C:23]2[C:14]([C:13](=[O:27])[CH:12]=1)=[CH:15][C:16]1[C:21](=[CH:20][CH:19]=[CH:18][CH:17]=1)[CH:22]=2)([CH3:30])[CH3:29] |f:0.1|. Procedure details: 17 ml of cold borontrifluoride etherate was added to a suspension of 7 g of 2-methoxy-1,4-anthraquinone in 120 ml of isopropanol. The reaction was carried at 70°-80° C. overnight. After partially concentrated, the reaction mixture was left at room temperature and the crude product was obtained as dark brown precipitate. Recrystallization from isopropanol yielded 5 g of pure yellow needles of IPAQ. The reactants are BrBr (bromine), C([O-])(O)=O.[Na+] (sodium bicarbonate), C([O-])([O-])=O.[Na+].[Na+] (Sodium carbonate), C(C1=CC=CC=C1)OC1=C(C(=O)OC)C=CC(=C1)C1CCC1 (methyl 2-(benzyloxy)-4-cyclobutylbenzoate). Solvent: ClCCl (dichloromethane), ClCCl (dichloromethane). Run at time 1 hour. Product: C(C1=CC=CC=C1)OC1=C(C(=O)OC)C=C(C(=C1)C1CCC1)Br (Methyl 2-(benzyloxy)-5-bromo-4-cyclobutylbenzoate). As a reaction SMILES: C(=O)([O-])[O-].[Na+].[Na+].[CH2:7]([O:14][C:15]1[CH:24]=[C:23]([CH:25]2[CH2:28][CH2:27][CH2:26]2)[CH:22]=[CH:21][C:16]=1[C:17]([O:19][CH3:20])=[O:18])[C:8]1[CH:13]=[CH:12][CH:11]=[CH:10][CH:9]=1.[Br:29]Br.C(=O)(O)[O-].[Na+]>ClCCl>[CH2:7]([O:14][C:15]1[CH:24]=[C:23]([CH:25]2[CH2:28][CH2:27][CH2:26]2)[C:22]([Br:29])=[CH:21][C:16]=1[C:17]([O:19][CH3:20])=[O:18])[C:8]1[CH:9]=[CH:10][CH:11]=[CH:12][CH:13]=1 |f:0.1.2,5.6|. Reported procedure: Sodium carbonate (7.51 g) was added to a dichloromethane (150 mL) solution of methyl 2-(benzyloxy)-4-cyclobutylbenzoate (14 g), then a dichloromethane (25 mL) solution of bromine (3.17 mL) was slowly added thereto at 10 C, and the mixture was stirred at the same temperature as above for 1 hour. A saturated aqueous solution of sodium bicarbonate was added to the reaction mixture, followed by extraction with ethyl acetate twice. The obtained organic layer was washed with a saturated aqueous soluti... The reactants are [BH4-], CO, CC(=O)c1cc(N)c(Br)cc1Cl, [Na+]. Yields the product CC(O)c1cc(N)c(Br)cc1Cl. Reaction SMILES: [BH4-:13].[CH3:15][OH:16].[NH2:1][c:2]1[c:3]([Br:12])[cH:4][c:5]([Cl:11])[c:6]([C:8]([CH3:9])=[O:10])[cH:7]1.[Na+:14]>>[NH2:1][c:2]1[c:3]([Br:12])[cH:4][c:5]([Cl:11])[c:6]([CH:8]([CH3:9])[OH:10])[cH:7]1. Starting materials: C(O)([O-])=O.[K+] (Potassium hydrogencarbonate), IC (iodomethane), FC=1C=C(COCCCCCCCC(=O)N[C@H](CC(=O)O)CN(C)C)C=CC1F ((R)-3-[8-(3,4-difluoro-benzyloxy)-octanoylamino]-4-dimethylamino-butyric acid). Solvent: CO (methanol), C(Cl)(Cl)Cl (chloroform). Conditions: time 16 hour. Product: FC=1C=C(COCCCCCCCC(=O)N[C@H](CC(=O)[O-])C[N+](C)(C)C)C=CC1F ((R)-3-[8-(3,4-difluoro-benzyloxy)-octanoylamino]-4-trimethylammonio-butyrate). As a reaction SMILES: [C:1](=O)([O-])O.[K+].IC.[F:8][C:9]1[CH:10]=[C:11]([CH:33]=[CH:34][C:35]=1[F:36])[CH2:12][O:13][CH2:14][CH2:15][CH2:16][CH2:17][CH2:18][CH2:19][CH2:20][C:21]([NH:23][C@@H:24]([CH2:29][N:30]([CH3:32])[CH3:31])[CH2:25][C:26]([OH:28])=[O:27])=[O:22]>CO.C(Cl)(Cl)Cl>[F:8][C:9]1[CH:10]=[C:11]([CH:33]=[CH:34][C:35]=1[F:36])[CH2:12][O:13][CH2:14][CH2:15][CH2:16][CH2:17][CH2:18][CH2:19][CH2:20][C:21]([NH:23][C@@H:24]([CH2:29][N+:30]([CH3:1])([CH3:32])[CH3:31])[CH2:25][C:26]([O-:28])=[O:27])=[O:22] |f:0.1|. Procedure details: Potassium hydrogencarbonate (24 mg, 0.24 mmol) and iodomethane (106 mg, 0.74 mmol) were added to a solution of (R)-3-[8-(3,4-difluoro-benzyloxy)-octanoylamino]-4-dimethylamino-butyric acid (77 mg, 0.19 mmol) in methanol (2.5 mL). The reaction mixture was stirred at room temperature for 16 h, then diluted with chloroform (5 mL). Insoluble material was removed by filtration to afford (R)-3-[8-(3,4-difluoro-benzyloxy)-octanoylamino]-4-trimethylammonio-butyrate as a light yellow solid, m/e=429.3 ([M... Starting materials: ClCCl, C1CCOC1, COC1=NS(=O)(=O)N(C2CCCCC2)C(Cl)=N1, O=[N+]([O-])c1ccc(O)cc1, c1ccncc1. Yields the product COC1=NS(=O)(=O)N(C2CCCCC2)C(Oc2ccc([N+](=O)[O-])cc2)=N1. Reaction SMILES: [CH2:34]([Cl:35])[Cl:36].[CH2:37]1[O:38][CH2:39][CH2:40][CH2:41]1.[Cl:1][C:2]1=[N:7][C:6]([O:8][CH3:9])=[N:5][S:4](=[O:10])(=[O:11])[N:3]1[CH:12]1[CH2:13][CH2:14][CH2:15][CH2:16][CH2:17]1.[N+:18](=[O:19])([O-:20])[c:21]1[cH:22][cH:23][c:24]([OH:27])[cH:25][cH:26]1.[cH:28]1[cH:29][cH:30][n:31][cH:32][cH:33]1>>[C:2]1([O:27][c:24]2[cH:23][cH:22][c:21]([N+:18](=[O:19])[O-:20])[cH:26][cH:25]2)=[N:7][C:6]([O:8][CH3:9])=[N:5][S:4](=[O:10])(=[O:11])[N:3]1[CH:12]1[CH2:13][CH2:14][CH2:15][CH2:16][CH2:17]1.